This data is from the Open Reaction Database (ORD), a public repository of structured organic reaction records. The task is: describe an organic reaction: reactants, conditions, products, and yield The reactants are aqueous solution, C([O-])([O-])=O.[K+].[K+] (potassium carbonate), [H][H] (hydrogen), aqueous solution, C([O-])([O-])=O.[K+].[K+] (potassium carbonate), CC(C(C1=CN=C2C(=N1)C(=O)N=C(N2)N)O)O (biopterin), [H][H] (hydrogen), aqueous solution, S(O)(O)(=O)=O (sulfuric acid). The reagents and catalysts are [Pt] (platinum black). Product: CC(C(C1CNC2=C(N1)C(=O)N=C(N2)N)O)O (tetrahydrobiopterin), 6R. Reaction SMILES: C(=O)([O-])[O-].[K+].[K+].[H][H].[CH3:9][CH:10]([OH:25])[CH:11]([OH:24])[C:12]1[N:17]=[C:16]2[C:18]([N:20]=[C:21]([NH2:23])[NH:22][C:15]2=[N:14][CH:13]=1)=[O:19].S(=O)(=O)(O)O>[Pt]>[CH3:9][CH:10]([OH:25])[CH:11]([OH:24])[CH:12]1[NH:17][C:16]2[C:18]([N:20]=[C:21]([NH2:23])[NH:22][C:15]=2[NH:14][CH2:13]1)=[O:19] |f:0.1.2|. Procedure: Ten milligrams of platinum black was dispersed into 10 ml of 10% aqueous solution of potassium carbonate, and then the catalyst was activated with hydrogen gas. Then, 10 ml of 10% aqueous solution of potassium carbonate containing 50 mg of biopterin was added to the above dispersion. After the catalytic reduction was conducted by agitating the resulting mixture for 20 hours under normal temperature and normal pressure in a hydrogen atmosphere, the reaction mixture was adjusted to pH 1 by adding ... The reactants are CCOC(=O)c1cc(C(C)(C)C)[nH]n1, Cl, [Na+], C1COCCO1, [OH-]. Product: CC(C)(C)c1cc(C(=O)O)n[nH]1. Reaction SMILES: [CH2:1]([CH3:2])[O:3][C:4](=[O:5])[c:6]1[n:7][nH:8][c:9]([C:11]([CH3:12])([CH3:13])[CH3:14])[cH:10]1.[ClH:17].[Na+:16].[O:18]1[CH2:19][CH2:20][O:21][CH2:22][CH2:23]1.[OH-:15]>>[O:3]=[C:4]([OH:5])[c:6]1[n:7][nH:8][c:9]([C:11]([CH3:12])([CH3:13])[CH3:14])[cH:10]1. Starting materials: CCCS(=O)(=O)Cl, Cc1ccc(C(Cl)=NO)cc1. The product is CCCS(=O)(=O)ON=C(Cl)c1ccc(C)cc1. Reaction SMILES: [CH2:12]([CH2:13][CH3:14])[S:15](=[O:16])(=[O:17])[Cl:18].[CH3:1][c:2]1[cH:3][cH:4][c:5]([C:6](=[N:7][OH:8])[Cl:9])[cH:10][cH:11]1>>[CH3:1][c:2]1[cH:3][cH:4][c:5]([C:6](=[N:7][O:8][S:15]([CH2:12][CH2:13][CH3:14])(=[O:16])=[O:17])[Cl:9])[cH:10][cH:11]1. Product: Cc1nc2c(Cl)nc3ccccc3c2n1CCO. The reactants are CC(=O)OCCn1c(C)nc2c(Cl)nc3ccccc3c21, O=C([O-])[O-], CO, [K+], [K+]. Reaction SMILES: [C:1](=[O:2])([CH3:3])[O:4][CH2:5][CH2:6][n:7]1[c:8]([CH3:21])[n:9][c:10]2[c:11]([Cl:20])[n:12][c:13]3[cH:14][cH:15][cH:16][cH:17][c:18]3[c:19]12.[C:22](=[O:23])([O-:24])[O-:25].[CH3:28][OH:29].[K+:26].[K+:27]>>[OH:4][CH2:5][CH2:6][n:7]1[c:8]([CH3:21])[n:9][c:10]2[c:11]([Cl:20])[n:12][c:13]3[cH:14][cH:15][cH:16][cH:17][c:18]3[c:19]12. The reactants are CCn1cc(C(=O)O)c(=O)c2ccc(-c3cc(C)nc(C)c3)cc21, [NH4+], [OH-], O, O=[N+]([O-])O, O=S(=O)(O)O. Product: CCn1cc(C(=O)O)c(=O)c2cc([N+](=O)[O-])c(-c3cc(C)nc(C)c3)cc21. RXN SMILES: [CH3:1][c:2]1[n:3][c:4]([CH3:24])[cH:5][c:6](-[c:8]2[cH:9][cH:10][c:11]3[c:12](=[O:23])[c:13]([C:20](=[O:21])[OH:22])[cH:14][n:15]([CH2:18][CH3:19])[c:16]3[cH:17]2)[cH:7]1.[NH4+:31].[OH-:30].[OH2:29].[OH:25][N+:26]([O-:27])=[O:28].[S:32](=[O:33])(=[O:34])([OH:35])[OH:36]>>[CH3:1][c:2]1[n:3][c:4]([CH3:24])[cH:5][c:6](-[c:8]2[c:9]([N+:26](=[O:25])[O-:27])[cH:10][c:11]3[c:12](=[O:23])[c:13]([C:20](=[O:21])[OH:22])[cH:14][n:15]([CH2:18][CH3:19])[c:16]3[cH:17]2)[cH:7]1.